From a dataset of the Open Reaction Database (ORD), a public repository of structured organic reaction records. describe an organic reaction: reactants, conditions, products, and yield Starting materials: COC(=O)c1cc(Br)c(OCc2ccccc2)cc1OCc1ccccc1, C1CCOC1, [Na+], [OH-]. Yields the product O=C(O)c1cc(Br)c(OCc2ccccc2)cc1OCc1ccccc1. RXN SMILES: [Br:3][c:4]1[c:5]([O:22][CH2:23][c:24]2[cH:25][cH:26][cH:27][cH:28][cH:29]2)[cH:6][c:7]([O:14][CH2:15][c:16]2[cH:17][cH:18][cH:19][cH:20][cH:21]2)[c:8]([C:9](=[O:10])[O:11][CH3:12])[cH:13]1.[CH2:30]1[O:31][CH2:32][CH2:33][CH2:34]1.[Na+:2].[OH-:1]>>[Br:3][c:4]1[c:5]([O:22][CH2:23][c:24]2[cH:25][cH:26][cH:27][cH:28][cH:29]2)[cH:6][c:7]([O:14][CH2:15][c:16]2[cH:17][cH:18][cH:19][cH:20][cH:21]2)[c:8]([C:9](=[O:10])[OH:11])[cH:13]1. The product is COc1cc(CS(=O)c2ccc(O)cc2)cc(OC)c1OC. As a reaction SMILES: [CH3:26][C:27](=[O:28])[OH:29].[O:22]=[Cr:23](=[O:24])=[O:25].[OH2:30].[OH:1][c:2]1[cH:3][cH:4][c:5]([S:8][CH2:9][c:10]2[cH:11][c:12]([O:20][CH3:21])[c:13]([O:18][CH3:19])[c:14]([O:16][CH3:17])[cH:15]2)[cH:6][cH:7]1>>[OH:1][c:2]1[cH:3][cH:4][c:5]([S:8]([CH2:9][c:10]2[cH:11][c:12]([O:20][CH3:21])[c:13]([O:18][CH3:19])[c:14]([O:16][CH3:17])[cH:15]2)=[O:22])[cH:6][cH:7]1. Reactants: CC(=O)O, O=[Cr](=O)=O, O, COc1cc(CSc2ccc(O)cc2)cc(OC)c1OC. Reactants: C(CCC)C1=CC=C(C=C1)C#CC1=CC=C(CNC2=CC=C(C(=O)OCC)C=C2)C=C1 (ethyl 4-({4-[(4-butylphenyl)ethynyl]benzyl}amino)benzoate), C1(CCCC1)CCC(=O)Cl (3-cyclopentylpropanoyl chloride). Product: C(CCC)C1=CC=C(C=C1)C#CC1=CC=C(CN(C2=CC=C(C(=O)OCC)C=C2)C(CCC2CCCC2)=O)C=C1 (ethyl 4-[{4-[(4-butylphenyl)ethynyl]benzyl}(3-cyclopentylpropanoyl)amino]benzoate). RXN SMILES: [CH2:1]([C:5]1[CH:10]=[CH:9][C:8]([C:11]#[C:12][C:13]2[CH:31]=[CH:30][C:16]([CH2:17][NH:18][C:19]3[CH:29]=[CH:28][C:22]([C:23]([O:25][CH2:26][CH3:27])=[O:24])=[CH:21][CH:20]=3)=[CH:15][CH:14]=2)=[CH:7][CH:6]=1)[CH2:2][CH2:3][CH3:4].[CH:32]1([CH2:37][CH2:38][C:39](Cl)=[O:40])[CH2:36][CH2:35][CH2:34][CH2:33]1>>[CH2:1]([C:5]1[CH:6]=[CH:7][C:8]([C:11]#[C:12][C:13]2[CH:14]=[CH:15][C:16]([CH2:17][N:18]([C:39](=[O:40])[CH2:38][CH2:37][CH:32]3[CH2:36][CH2:35][CH2:34][CH2:33]3)[C:19]3[CH:20]=[CH:21][C:22]([C:23]([O:25][CH2:26][CH3:27])=[O:24])=[CH:28][CH:29]=3)=[CH:30][CH:31]=2)=[CH:9][CH:10]=1)[CH2:2][CH2:3][CH3:4]. Procedure details: The titled compound was prepared following the procedure B using ethyl 4-({4-[(4-butylphenyl)ethynyl]benzyl}amino)benzoate and 3-cyclopentylpropanoyl chloride as a yellow oil (79%). 1H NMR (CDCl3, 300 MHz) δ 8.01 (d, J=8.3 Hz, 2H), 7.41 (m, 4H), 7.14 (m, 4H), 7.04 (d, J=8.3 Hz, 2H), 4.89 (s, 2H), 4.39 (q, J=6.8 Hz, 2H), 2.61 (t, J=7.7 Hz, 2H), 2.09 (m, 2H), 1.80-1.25 (m, 16H), 1.00-0.88 (m, 5H). M+ (ESI): 536.9. HPLC, Rt: 6.58 min (Purity: 98.7%). Procedure details: This example illustrates the use in an anionic surfactant composition of an octenylsuccinic acid liquid-stabilizing agent. An aqueous disodium octenylsuccinate (about 35%) was prepared from octenyl succinic anhydride (OSA from Dixie Chemical, Houston, Tex.) and aqueous sodium hydroxide. According to the manufacturer of the OSA, this material is reportedly predominantly 1-OSA, but some 2-OSA is also present. The yield is 35.0%. The product is C(=CCCCCCC)C(C(=O)[O-])CC(=O)[O-].[Na+].[Na+] (disodium octenylsuccinate). Starting materials: C(=CCCCCCC)C(C(=O)O)CC(=O)O (octenylsuccinic acid), C(=CCCCCCC)C1C(=O)OC(C1)=O (octenyl succinic anhydride), [OH-].[Na+] (sodium hydroxide). RXN SMILES: [CH:1]([CH:9]([CH2:13][C:14]([OH:16])=[O:15])[C:10]([OH:12])=[O:11])=[CH:2][CH2:3][CH2:4][CH2:5][CH2:6][CH2:7][CH3:8].C(C1CC(=O)OC1=O)=CCCCCCC.[OH-].[Na+:33]>>[CH:1]([CH:9]([CH2:13][C:14]([O-:16])=[O:15])[C:10]([O-:12])=[O:11])=[CH:2][CH2:3][CH2:4][CH2:5][CH2:6][CH2:7][CH3:8].[Na+:33].[Na+:33] |f:2.3,4.5.6|. Reactants: C(C)(C)N(CC)C(C)C (IPEA), C1COC(=O)N1P(=O)(N2CCOC2=O)Cl (BOPCl), ClCCCC(C(=O)O)C1CC1 (5-chloro-2-cyclopropyl-valeric acid), C(NN)(=O)OC(C)(C)C (tert-butyl carbazate). Run in O (water), C(C)(=O)OCC (Ethyl acetate), C(Cl)Cl (methylene chloride). Yields the product ClCCCC(C(=O)NNC(=O)OC(C)(C)C)C1CC1 (tert-butyl N′-(5-chloro-2-cyclopropyl-pentanoyl)-hydrazinecarboxylate). RXN SMILES: C(N(C(C)C)CC)(C)C.C1N(P(Cl)(N2C(=O)OCC2)=O)C(=O)OC1.[Cl:25][CH2:26][CH2:27][CH2:28][CH:29]([CH:33]1[CH2:35][CH2:34]1)[C:30]([OH:32])=O.[C:36]([O:40][C:41]([CH3:44])([CH3:43])[CH3:42])(=[O:39])[NH:37][NH2:38]>C(Cl)Cl.O.C(OCC)(=O)C>[Cl:25][CH2:26][CH2:27][CH2:28][CH:29]([CH:33]1[CH2:35][CH2:34]1)[C:30]([NH:38][NH:37][C:36]([O:40][C:41]([CH3:44])([CH3:43])[CH3:42])=[O:39])=[O:32]. Reported procedure: IPEA (1.6 ml) and BOPCl (1.2 g) were added to a solution of the crude 5-chloro-2-cyclopropyl-valeric acid (550 mg) and tert-butyl carbazate (CAS No. 870-46-2, 555 mg) in methylene chloride (5 ml), and the reaction solution was stirred at room temperature for three hours. Ethyl acetate and water were added to the reaction solution, and the organic layer was separated. The organic layer was sequentially washed with 1 N hydrochloric acid, water, a saturated sodium bicarbonate solution and brine, dr...